This data is from the Open Reaction Database (ORD), a public repository of structured organic reaction records. The task is: describe an organic reaction: reactants, conditions, products, and yield The reactants are COC(=O)C1(CC1)C1=CC=C(C=C1)CN([C@H]1C(NCCCC1)=O)S(=O)(=O)C1=CC=C(C=C1)Cl (1-(4-{[(4-Chloro-benzenesulfonyl)-((R)-2-oxo-azepan-3-yl)-amino]-methyl}-phenyl)-cyclopropanecarboxylic acid methyl ester), [OH-].[Na+] (NaOH). Run in CO (MeOH). Product: ClC1=CC=C(C=C1)S(=O)(=O)N([C@H]1C(NCCCC1)=O)CC1=CC=C(C=C1)C1(CC1)C(=O)O (1-(4-{[(4-Chloro-benzenesulfonyl)-((R)-2-oxo-azepan-3-yl)-amino]-methyl}-phenyl)-cyclopropanecarboxylic acid). As a reaction SMILES: C[O:2][C:3]([C:5]1([C:8]2[CH:13]=[CH:12][C:11]([CH2:14][N:15]([S:24]([C:27]3[CH:32]=[CH:31][C:30]([Cl:33])=[CH:29][CH:28]=3)(=[O:26])=[O:25])[C@@H:16]3[CH2:22][CH2:21][CH2:20][CH2:19][NH:18][C:17]3=[O:23])=[CH:10][CH:9]=2)[CH2:7][CH2:6]1)=[O:4].[OH-].[Na+]>CO>[Cl:33][C:30]1[CH:31]=[CH:32][C:27]([S:24]([N:15]([CH2:14][C:11]2[CH:10]=[CH:9][C:8]([C:5]3([C:3]([OH:4])=[O:2])[CH2:6][CH2:7]3)=[CH:13][CH:12]=2)[C@@H:16]2[CH2:22][CH2:21][CH2:20][CH2:19][NH:18][C:17]2=[O:23])(=[O:25])=[O:26])=[CH:28][CH:29]=1 |f:1.2|. Procedure: 1-(4-{[(4-Chloro-benzenesulfonyl)-((R)-2-oxo-azepan-3-yl)-amino]-methyl}-phenyl)-cyclopropanecarboxylic acid methyl ester (0.03 g, 0.06 mmol) was dissolved in MeOH (1 ml) and treated with 1 N NaOH (0.07 ml) for 24 hr at 50° C. The reaction mixture was concentrated under reduced pressure and purified directly using preparative RP(C18) chromatography: lyophilisate 8 mg; MS: m/e=475.0 (MH+). The reactants are OC1=C(C=NC2=C(C=C(C=C2C)O)C)C=CC=C1 (4-(2-hydroxybenzylideneamino)-3,5-dimethylphenol), OC1=C(C=NC2=C(C=C(C=C2C)O)C)C=CC=C1 (4-(2-hydroxybenzylideneamino)-3,5-dimethylphenol), C(CCC)N(SN(C)C(=O)F)CCCC (N-(di-n-butylaminosulfenyl)-N-fluorocarbonyl-N-methylamine), [OH-].[Na+] (sodium hydroxide). The reagents and catalysts are CCCCCCCC[N+](C)(CCCCCCCC)CCCCCCCC.[Cl-] (tricaprylmethylammonium chloride). Run in C1(=CC=CC=C1)C (toluene). Conditions: time 2 hour. Yields the product C(CCC)N(SN(C(OC1=CC(=C(C(=C1)C)N=CC1=C(C=CC=C1)O)C)=O)C)CCCC (4-(2-hydroxybenzylideneamino)-3,5-dimethylphenyl N-(dibutylaminosulfenyl)-N-methylcarbamate). Reaction SMILES: [OH:1][C:2]1[CH:18]=[CH:17][CH:16]=[CH:15][C:3]=1[CH:4]=[N:5][C:6]1[C:11]([CH3:12])=[CH:10][C:9]([OH:13])=[CH:8][C:7]=1[CH3:14].[CH2:19]([N:23]([CH2:30][CH2:31][CH2:32][CH3:33])[S:24][N:25]([C:27](F)=[O:28])[CH3:26])[CH2:20][CH2:21][CH3:22].[OH-].[Na+]>CCCCCCCC[N+](CCCCCCCC)(CCCCCCCC)C.[Cl-].C1(C)C=CC=CC=1>[CH2:19]([N:23]([CH2:30][CH2:31][CH2:32][CH3:33])[S:24][N:25]([CH3:26])[C:27](=[O:28])[O:13][C:9]1[CH:8]=[C:7]([CH3:14])[C:6]([N:5]=[CH:4][C:3]2[CH:15]=[CH:16][CH:17]=[CH:18][C:2]=2[OH:1])=[C:11]([CH3:12])[CH:10]=1)[CH2:20][CH2:21][CH3:22] |f:2.3,4.5|. Procedure: In a manner identical to that described in Example II, Part A, 4-(2-hydroxybenzylideneamino)-3,5-dimethylphenol was prepared. To a 1 liter round bottom flask equipped with a magnetic stirrer was added 9.65 grams (0.040 moles) of 4-(2-hydroxybenzylideneamino)-3,5-dimethylphenol, 10.65 grams (0.045 moles) of N-(di-n-butylaminosulfenyl)-N-fluorocarbonyl-N-methylamine, 400 milliliters of toluene, 100 milliliters of 0.4 molar sodium hydroxide and 10 drops of tricaprylmethylammonium chloride solution.... Starting materials: C(C)(OC)(OC)OC (Trimethyl orthoacetate), CC1=CC=C(C=C1)C(C(=C)C)O (1-(4-methylphenyl)-2-methyl-2-propen-1-ol), C(CC)(=O)O (propionic acid). The solvent is CO (methanol). Product: C/C(/CCC(=O)OC)=C\C1=CC=C(C=C1)C (Methyl (4E)-4-methyl-5-(4-methylphenyl)-4-pentenoate). Yield: 40.1%. As a reaction SMILES: [C:1](OC)([O:5][CH3:6])([O:3]C)[CH3:2].[CH3:9][C:10]1[CH:15]=[CH:14][C:13]([CH:16](O)[C:17]([CH3:19])=[CH2:18])=[CH:12][CH:11]=1.C(O)(=O)CC>CO>[CH3:19]/[C:17](=[CH:16]\[C:13]1[CH:12]=[CH:11][C:10]([CH3:9])=[CH:15][CH:14]=1)/[CH2:18][CH2:2][C:1]([O:5][CH3:6])=[O:3]. Procedure details: Trimethyl orthoacetate (273 g, 2.24 mol) and 1-(4-methylphenyl)-2-methyl-2-propen-1-ol (91.4% pure, 39.92 g, 0.224 mol) were heated in the presence of propionic acid (0.5 ml) in an oil bath at 120°-150° C. The methanol formed during the reaction was distilled first, followed by the excess orthoacetate. The product was then freed from residual orthoacetate under vacuum and purified by column chromatography on silica gel (eluent: heptanes/ethyl acetate 25:1 to 5:1), followed by bulb-to-bulb distil... Yields the product O=Cc1ccc(-c2nc3ccnn3cc2-c2ccsc2)cc1. Reaction SMILES: [CH3:33][O:34][CH2:35][CH2:36][O:37][CH3:38].[CH:16](=[O:17])[c:18]1[cH:19][cH:20][c:21]([B:24]([OH:25])[OH:26])[cH:22][cH:23]1.[Cl:1][c:2]1[n:3][c:4]2[n:5]([cH:6][c:7]1-[c:8]1[cH:9][s:10][cH:11][cH:12]1)[n:13][cH:14][cH:15]2.[Cl:40][CH2:41][Cl:42].[Na+:27].[Na+:28].[O-:29][C:30](=[O:31])[O-:32].[OH2:39]>>[c:2]1(-[c:21]2[cH:20][cH:19][c:18]([CH:16]=[O:17])[cH:23][cH:22]2)[n:3][c:4]2[n:5]([cH:6][c:7]1-[c:8]1[cH:9][s:10][cH:11][cH:12]1)[n:13][cH:14][cH:15]2. Reactants: COCCOC, O=Cc1ccc(B(O)O)cc1, Clc1nc2ccnn2cc1-c1ccsc1, ClCCl, [Na+], [Na+], O=C([O-])[O-], O. The reactants are [Li]CCCC, CC(C)[N-]C(C)C, CC(C)NC(C)C, ClCCCc1cncn1Cc1ccc(Br)cc1, [Li+], C1CCOC1. Yields the product Brc1ccc(C2CCCc3cncn32)cc1. Reaction SMILES: [CH2:16]([Li:17])[CH2:18][CH2:19][CH3:20].[CH:1]([N-:2][CH:3]([CH3:4])[CH3:5])([CH3:6])[CH3:7].[CH:9]([NH:10][CH:11]([CH3:12])[CH3:13])([CH3:14])[CH3:15].[Cl:21][CH2:22][CH2:23][CH2:24][c:25]1[cH:26][n:27][cH:28][n:29]1[CH2:30][c:31]1[cH:32][cH:33][c:34]([Br:37])[cH:35][cH:36]1.[Li+:8].[O:38]1[CH2:39][CH2:40][CH2:41][CH2:42]1>>[CH2:22]1[CH2:23][CH2:24][c:25]2[cH:26][n:27][cH:28][n:29]2[CH:30]1[c:31]1[cH:32][cH:33][c:34]([Br:37])[cH:35][cH:36]1.